From a dataset of the Open Reaction Database (ORD), a public repository of structured organic reaction records. describe an organic reaction: reactants, conditions, products, and yield Reactants: C1COC(OCC)(N2CC3CC(CC(C2)C3)=O)O1 (Ethyl 7-oxo-3-azabicyclo[3.3.1]nonane-3-carboxylate ethylene ketal). The solvent is OS(=O)(=O)O (H2SO4). Run at time 4 hour. Yields the product O=C1CC2CN(CC(C1)C2)C(=O)OCC (Ethyl 7-oxo-3-azabicyclo[3.3.1]nonane-3-carboxylate). Yield: 88.1%. RXN SMILES: [CH2:1]1O[C:4]([N:8]2[CH2:15][CH:14]3[CH2:16][CH:10]([CH2:11][C:12](=[O:17])[CH2:13]3)[CH2:9]2)([O:5]CC)[O:3][CH2:2]1>OS(O)(=O)=O>[O:17]=[C:12]1[CH2:11][CH:10]2[CH2:16][CH:14]([CH2:15][N:8]([C:4]([O:3][CH2:2][CH3:1])=[O:5])[CH2:9]2)[CH2:13]1. Procedure: Ethyl 7-oxo-3-azabicyclo[3.3.1]nonane-3-carboxylate ethylene ketal (4.40 g, 17.2 mmol) was combined with 2% aqueous H2SO4(50 ml) and stirred for 4 h. Then the reaction mixture was extracted with ethyl acetate (4×30 ml). The combined extracts were dried over sodium sulfate, filtered and concentrated by rotary evaporation to yield a light yellow oil (3.20 g, 88.1%). Yields the product Cl.Cl.O1C=CC(=C2C1=CC=C2)C2N(CCCC2)CC[C@@H]2CC[C@H](CC2)N (trans-4-[2-(4-Benzofuran-4-yl-piperidin-1-yl)-ethyl]-cyclohexylamine dihydrochloride). The yield is 98.9%. Reaction SMILES: C(OC(=O)[NH:7][C@H:8]1[CH2:13][CH2:12][C@H:11]([CH2:14][CH2:15][N:16]2[CH2:21][CH2:20][CH2:19][CH2:18][CH:17]2[C:22]2[CH:23]=[CH:24][O:25][C:26]3[C:30]=2[CH:29]=[CH:28][CH:27]=3)[CH2:10][CH2:9]1)(C)(C)C.[ClH:32]>ClCCl>[ClH:32].[ClH:32].[O:25]1[C:26]2=[CH:27][CH:28]=[CH:29][C:30]2=[C:22]([CH:17]2[CH2:18][CH2:19][CH2:20][CH2:21][N:16]2[CH2:15][CH2:14][C@H:11]2[CH2:10][CH2:9][C@H:8]([NH2:7])[CH2:13][CH2:12]2)[CH:23]=[CH:24]1 |f:3.4.5|. Reactants: C(C)(C)(C)OC(N[C@@H]1CC[C@H](CC1)CCN1C(CCCC1)C=1C=COC2=CC=CC21)=O (trans-{4-[2-(4-benzofuran-4-yl-piperidin-1-yl)-ethyl]-cyclohexyl}-carbamic acid tert-butyl ester), Cl (hydrochloric acid). Run at time 2 hour. Reported procedure: To a mixture of trans-{4-[2-(4-benzofuran-4-yl-piperidin-1-yl)-ethyl]-cyclohexyl}-carbamic acid tert-butyl ester (0.62 g, 1.24 mmol) in dichloromethane (9 ml) was added at room temperature hydrochloric acid solution (4M in dioxane, 4.63 ml, 18.5 mmol) and the mixture was allowed to stir for 2 h, the solvent was evaporated, MeOH (20 ml) and diethyl ether (40 ml) were added and the mixture was allowed to stir for 30 min at room temperature. The precipitate was collected by filtration, washed with ... The solvent is ClCCl (dichloromethane). The reactants are CCC1C(C)C(=O)CC23CCN(C#N)C(Cc4ccc(OC)cc42)C13, Cl. The product is Cl, CCC1C(C)C(=O)CC23CCNC(Cc4ccc(OC)cc42)C13. RXN SMILES: [C:1](#[N:2])[N:3]1[CH:4]2[CH:5]3[CH:6]([CH2:24][CH3:25])[CH:7]([CH3:23])[C:8](=[O:22])[CH2:9][C:10]3([c:11]3[cH:12][c:13]([O:18][CH3:19])[cH:14][cH:15][c:16]3[CH2:17]2)[CH2:20][CH2:21]1.[ClH:26]>>[ClH:26].[NH:3]1[CH:4]2[CH:5]3[CH:6]([CH2:24][CH3:25])[CH:7]([CH3:23])[C:8](=[O:22])[CH2:9][C:10]3([c:11]3[cH:12][c:13]([O:18][CH3:19])[cH:14][cH:15][c:16]3[CH2:17]2)[CH2:20][CH2:21]1. Reactants: ClC=1C(=CC(=C(N)C1)[N+](=O)[O-])C1=CC=C(C=C1)C(F)(F)F (5-chloro-2-nitro-4-[4-(trifluoromethyl)phenyl]aniline), C([O-])([O-])=O.[Na+].[Na+] (sodium carbonate). The reagents and catalysts are [Zn] (Zn). Run in C(C)O (ethanol), Cl (hydrogen chloride), O (water). Conditions: time 20 minute. The product is ClC=1C=C(C(=CC1C1=CC=C(C=C1)C(F)(F)F)N)N (4-chloro-5-[4-(trifluoromethyl)phenyl]benzene-1,2-diamine). RXN SMILES: [Cl:1][C:2]1[C:3]([C:12]2[CH:17]=[CH:16][C:15]([C:18]([F:21])([F:20])[F:19])=[CH:14][CH:13]=2)=[CH:4][C:5]([N+:9]([O-])=O)=[C:6]([CH:8]=1)[NH2:7].C(=O)([O-])[O-].[Na+].[Na+]>C(O)C.Cl.O.[Zn]>[Cl:1][C:2]1[CH:8]=[C:6]([NH2:7])[C:5]([NH2:9])=[CH:4][C:3]=1[C:12]1[CH:17]=[CH:16][C:15]([C:18]([F:21])([F:20])[F:19])=[CH:14][CH:13]=1 |f:1.2.3|. Procedure details: To a solution of 5-chloro-4-iodo-2-nitroaniline (5.0 g, 16.75 mmol) in dioxane (200 ml) was added water (20 ml), Pd(PPh3)4 (924 mg, 0.80 mmol), K3PO4 (7.0 g, 32.98 mmol) and [4-(trifluoromethyl)phenyl]boronic acid (6.3 g, 33.17 mmol) with stirring overnight at 100° C. under nitrogen. The resulting mixture was concentrated under vacuum and dissolved in water (250 ml), extracted with ethyl acetate (3×200 ml) and the organic layers combined, dried over anhydrous sodium sulfate and concentrated unde... Reactants: ClC1=C(CC2=CC=C(CNC3CC3)C=C2)C=C(C=C1)[C@@H]1O[C@@H]([C@H]([C@@H]([C@H]1OCC1=CC=CC=C1)OCC1=CC=CC=C1)OCC1=CC=CC=C1)COCC1=CC=CC=C1 (N-(4-(2-chloro-5-((2S,3S,4R,5R,6R)-3,4,5-tris(benzyloxy)-6-(benzyloxymethyl)tetrahydro-2H-pyran-2-yl)benzyl)benzyl)cyclopropanamine), C(C)(=O)O (acetic acid), CCN=C=NCCCN(C)C (EDCI), C=1C=CC2=C(C1)N=NN2O (HOBt). The solvent is C(Cl)Cl (CH2Cl2), C(Cl)Cl (CH2Cl2), CCN(CC)CC (Et3N). Run at time 30 minute. Yields the product ClC1=C(CC2=CC=C(CN(C(C)=O)C3CC3)C=C2)C=C(C=C1)[C@@H]1O[C@@H]([C@H]([C@@H]([C@H]1OCC1=CC=CC=C1)OCC1=CC=CC=C1)OCC1=CC=CC=C1)COCC1=CC=CC=C1 (N-(4-(2-chloro-5-((2S,3S,4R,5R,6R)-3,4,5-tris(benzyloxy)-6-(benzyloxymethyl)tetrahydro-2H-pyran-2-yl)benzyl)benzyl)-N-cyclopropylacetamide). As a reaction SMILES: [C:1](O)(=[O:3])[CH3:2].CCN=C=NCCCN(C)C.C1C=CC2N(O)N=NC=2C=1.[Cl:26][C:27]1[CH:44]=[CH:43][C:42]([C@H:45]2[C@H:50]([O:51][CH2:52][C:53]3[CH:58]=[CH:57][CH:56]=[CH:55][CH:54]=3)[C@@H:49]([O:59][CH2:60][C:61]3[CH:66]=[CH:65][CH:64]=[CH:63][CH:62]=3)[C@H:48]([O:67][CH2:68][C:69]3[CH:74]=[CH:73][CH:72]=[CH:71][CH:70]=3)[C@@H:47]([CH2:75][O:76][CH2:77][C:78]3[CH:83]=[CH:82][CH:81]=[CH:80][CH:79]=3)[O:46]2)=[CH:41][C:28]=1[CH2:29][C:30]1[CH:40]=[CH:39][C:33]([CH2:34][NH:35][CH:36]2[CH2:38][CH2:37]2)=[CH:32][CH:31]=1>C(Cl)Cl.CCN(CC)CC>[Cl:26][C:27]1[CH:44]=[CH:43][C:42]([C@H:45]2[C@H:50]([O:51][CH2:52][C:53]3[CH:58]=[CH:57][CH:56]=[CH:55][CH:54]=3)[C@@H:49]([O:59][CH2:60][C:61]3[CH:62]=[CH:63][CH:64]=[CH:65][CH:66]=3)[C@H:48]([O:67][CH2:68][C:69]3[CH:70]=[CH:71][CH:72]=[CH:73][CH:74]=3)[C@@H:47]([CH2:75][O:76][CH2:77][C:78]3[CH:79]=[CH:80][CH:81]=[CH:82][CH:83]=3)[O:46]2)=[CH:41][C:28]=1[CH2:29][C:30]1[CH:40]=[CH:39][C:33]([CH2:34][N:35]([CH:36]2[CH2:37][CH2:38]2)[C:1](=[O:3])[CH3:2])=[CH:32][CH:31]=1. Reported procedure: To a solution of acetic acid (0.11 g) and Et3N (0.14 mL) in CH2Cl2 (1 mL) at room temperature, EDCI (96 mg) and HOBt (68 mg) was added. The mixture was stirred for 30 min at room temperature. A solution of N-(4-(2-chloro-5-((2S,3S,4R,5R,6R)-3,4,5-tris(benzyloxy)-6-(benzyloxymethyl)tetrahydro-2H-pyran-2-yl)benzyl)benzyl)cyclopropanamine (Intermediate AQ) (40 mg) in CH2Cl2 (0.2 mL) was added dropwise. The reaction was monitored by LC-MS. After the starting material was consumed, CH2Cl2 was added t... Starting materials: C(C)(C)(C)OC(N[C@H](C(=O)N1CCC(CC1)O)CC=1C=NC=CC1)=O ((S)-[2-(4-Hydroxy-piperidin-1-yl)-2-oxo-1-pyridin-3-ylmethyl-ethyl]-carbamic acid-tert-butyl ester), Cl.O1CCOCC1 (HCl dioxane). Run at temperature 25 celsius, time 1.5 hour. Yields the product Cl.Cl.N[C@H](C(=O)N1CCC(CC1)O)CC=1C=NC=CC1 ((S)-2-Amino-1-(4-hydroxy-piperidin-1-yl)-3-pyridin-3-yl-propan-1-one dihydrochloride). RXN SMILES: C(OC(=O)[NH:7][C@@H:8]([CH2:18][C:19]1[CH:20]=[N:21][CH:22]=[CH:23][CH:24]=1)[C:9]([N:11]1[CH2:16][CH2:15][CH:14]([OH:17])[CH2:13][CH2:12]1)=[O:10])(C)(C)C.[ClH:26].O1CCOCC1>>[ClH:26].[ClH:26].[NH2:7][C@@H:8]([CH2:18][C:19]1[CH:20]=[N:21][CH:22]=[CH:23][CH:24]=1)[C:9]([N:11]1[CH2:16][CH2:15][CH:14]([OH:17])[CH2:13][CH2:12]1)=[O:10] |f:1.2,3.4.5|. Procedure details: (S)-[2-(4-Hydroxy-piperidin-1-yl)-2-oxo-1-pyridin-3-ylmethyl-ethyl]-carbamic acid-tert-butyl ester (367 mg, 1.05 mmol) was dissolved in 4M HCl-dioxane at 0° C. The resulting suspension was stirred for 1.5 hours at 25° C., concentrated and the residue triturated with ether. Yield, 450 mg, 100%.